From a dataset of the Open Reaction Database (ORD), a public repository of structured organic reaction records. describe an organic reaction: reactants, conditions, products, and yield Product: CN(C(CC)=O)C1=CC(=CC=C1)C=1C=CC=2N(N1)C=NN2 (N-Methyl-N-[3-(1,2,4-triazolo[4,3-b]pyridazin-6-yl)phenyl]propanamide). The reactants are N=1N=CN2N=C(C=CC21)C=2C=C(C=CC2)NC(CC)=O (N-[3-(1,2,4-triazolo[4,3-b]pyridazin-6-yl)phenyl]propanamide), [H-].[Na+] (sodium hydride), CN(C=O)C (dimethylformamide), [H-].[Na+] (sodium hydride), CI (methyl iodide), CI (methyl iodide). RXN SMILES: [N:1]1[N:2]=[CH:3][N:4]2[C:9]=1[CH:8]=[CH:7][C:6]([C:10]1[CH:11]=[C:12]([NH:16][C:17](=[O:20])[CH2:18][CH3:19])[CH:13]=[CH:14][CH:15]=1)=[N:5]2.[H-].[Na+].[CH3:23]N(C)C=O.CI>O>[CH3:23][N:16]([C:12]1[CH:13]=[CH:14][CH:15]=[C:10]([C:6]2[CH:7]=[CH:8][C:9]3[N:4]([CH:3]=[N:2][N:1]=3)[N:5]=2)[CH:11]=1)[C:17](=[O:20])[CH2:18][CH3:19] |f:1.2|. Procedure: A mixture of 3.58 g of N-[3-(1,2,4-triazolo[4,3-b]pyridazin-6-yl)phenyl]propanamide, 0.71 g of sodium hydride (50% in oil) and 200 ml of dimethylformamide was stirred under argon, for 1 hour. A 0.92 ml portion of methyl iodide was added and the mixture was stirred overnight. A 0.355 g portion of sodium hydride (50% in oil) and 0.46 ml of methyl iodide were added and stirring was continued overnight. The mixture was poured into 200 ml of water and extracted with 150 ml portions of dichloromethane... Conditions: time 1 hour. Solvent: O (water). Reactants: O=C([O-])[O-], C=CCBr, CN(C)C=O, C=CCOC(=O)Cc1ccc(-c2ccc(OCc3ccc(C(F)(F)F)c(O)c3C=O)c(F)c2)cc1, [K+], [K+], O. Yields the product C=CCOC(=O)Cc1ccc(-c2ccc(OCc3ccc(C(F)(F)F)c(OCC=C)c3C=O)c(F)c2)cc1. As a reaction SMILES: [C:1](=[O:2])([O-:3])[O-:4].[CH2:7]([CH:8]=[CH2:9])[Br:10].[CH3:47][N:48]([CH3:49])[CH:50]=[O:51].[F:11][c:12]1[cH:13][c:14](-[c:33]2[cH:34][cH:35][c:36]([CH2:39][C:40](=[O:41])[O:42][CH2:43][CH:44]=[CH2:45])[cH:37][cH:38]2)[cH:15][cH:16][c:17]1[O:18][CH2:19][c:20]1[c:21]([CH:31]=[O:32])[c:22]([OH:30])[c:23]([C:26]([F:27])([F:28])[F:29])[cH:24][cH:25]1.[K+:5].[K+:6].[OH2:46]>>[CH2:7]([CH:8]=[CH2:9])[O:30][c:22]1[c:21]([CH:31]=[O:32])[c:20]([CH2:19][O:18][c:17]2[c:12]([F:11])[cH:13][c:14](-[c:33]3[cH:34][cH:35][c:36]([CH2:39][C:40](=[O:41])[O:42][CH2:43][CH:44]=[CH2:45])[cH:37][cH:38]3)[cH:15][cH:16]2)[cH:25][cH:24][c:23]1[C:26]([F:27])([F:28])[F:29]. Starting materials: CCN(CC)P(OC(C)(C)C)OC(C)(C)C, O, OO, OCCCNc1nccc(-c2cccnc2Oc2ccc(Nc3nnc(-c4ccccc4)c4ccccc34)cc2)n1, c1nnn[nH]1. The product is CC(C)(C)OP(=O)(OCCCNc1nccc(-c2cccnc2Oc2ccc(Nc3nnc(-c4ccccc4)c4ccccc34)cc2)n1)OC(C)(C)C. RXN SMILES: [CH2:42]([N:43]([CH2:44][CH3:56])[P:45]([O:46][C:47]([CH3:48])([CH3:49])[CH3:50])[O:51][C:52]([CH3:53])([CH3:54])[CH3:55])[CH3:57].[OH2:65].[OH:63][OH:64].[c:1]1(-[c:7]2[n:8][n:9][c:10]([NH:17][c:18]3[cH:19][cH:20][c:21]([O:22][c:23]4[n:24][cH:25][cH:26][cH:27][c:28]4-[c:29]4[n:30][c:31]([NH:35][CH2:36][CH2:37][CH2:38][OH:39])[n:32][cH:33][cH:34]4)[cH:40][cH:41]3)[c:11]3[cH:12][cH:13][cH:14][cH:15][c:16]23)[cH:2][cH:3][cH:4][cH:5][cH:6]1.[nH:58]1[cH:59][n:60][n:61][n:62]1>>[c:1]1(-[c:7]2[n:8][n:9][c:10]([NH:17][c:18]3[cH:19][cH:20][c:21]([O:22][c:23]4[n:24][cH:25][cH:26][cH:27][c:28]4-[c:29]4[n:30][c:31]([NH:35][CH2:36][CH2:37][CH2:38][O:39][P:45]([O:46][C:47]([CH3:48])([CH3:49])[CH3:50])([O:51][C:52]([CH3:53])([CH3:54])[CH3:55])=[O:63])[n:32][cH:33][cH:34]4)[cH:40][cH:41]3)[c:11]3[cH:12][cH:13][cH:14][cH:15][c:16]23)[cH:2][cH:3][cH:4][cH:5][cH:6]1. The reactants are ClC=1C2=C(N=C(N1)N)OCCC2 (4-chloro-6,7-dihydro-5H-pyrano[2,3-d]pyrimidin-2-amine), C[O-].[Na+] (sodium methoxide). Solvent: CO (methanol). The product is COC=1C2=C(N=C(N1)N)OCCC2 (6,7-dihydro-4-methoxy-5H-pyrano[2,3-d]pyrimidin-2-amine). Reaction SMILES: Cl[C:2]1[C:3]2[CH2:12][CH2:11][CH2:10][O:9][C:4]=2[N:5]=[C:6]([NH2:8])[N:7]=1.[CH3:13][O-:14].[Na+]>CO>[CH3:13][O:14][C:2]1[C:3]2[CH2:12][CH2:11][CH2:10][O:9][C:4]=2[N:5]=[C:6]([NH2:8])[N:7]=1 |f:1.2|. Reported procedure: 6,7-Dihydro-4-hydroxy-5H-pyrano[2,3-d]pyrimidin-2-amine can be prepared from diethyl 3-chloropropylmalonate, guanidine carbonate and sodium ethoxide in ethanol. Treatment of the product ##STR54## with phosphorus oxychloride gives 4-chloro-6,7-dihydro-5H-pyrano[2,3-d]pyrimidin-2-amine and subsequent reaction with sodium methoxide in refluxing methanol affords 6,7-dihydro-4-methoxy-5H-pyrano[2,3-d]pyrimidin-2-amine. Reactants: [Cl-].[NH4+] (ammonium chloride), ClC1C(CCCCCCCCCC1)=O (2-chlorocyclododecanone), CN1CCCN(C1=O)C (N,N′-dimethylpropyleneurea), C(=C)[Mg]Cl (vinylmagnesium chloride). Solvent: O1CCCC1 (tetrahydrofuran), C1CCOC1 (THF). Conditions: temperature 50 celsius. Product: C(=C)C12CCCCCCCCCCC2O1 (1-vinyl-13-oxabicyclo[10.1.0]tridecane). The yield is 82.6%. As a reaction SMILES: Cl[CH:2]1[CH2:13][CH2:12][CH2:11][CH2:10][CH2:9][CH2:8][CH2:7][CH2:6][CH2:5][CH2:4][C:3]1=[O:14].[CH:15]([Mg]Cl)=[CH2:16].CN1C(=O)N(C)CCC1.[Cl-].[NH4+]>C1COCC1>[CH:15]([C:4]12[O:14][CH:3]1[CH2:2][CH2:13][CH2:12][CH2:11][CH2:10][CH2:9][CH2:8][CH2:7][CH2:6][CH2:5]2)=[CH2:16] |f:3.4|. Procedure: A four-neck flask equipped with a thermometer, stirrer and condenser tube was charged with 100 g (0.46 mol) of 2-chlorocyclododecanone and 122 g of tetrahydrofuran, and at −10 to 0° C., a THF solution of vinylmagnesium chloride (0.82 mol) was added dropwise. The mixture was allowed to stand for reaction for 30 minutes, and 420 g (3.27 mol) of N,N′-dimethylpropyleneurea (DMPU) was added. The mixture was heated to 50° C. and allowed to stand for reaction for 1 hour, and saturated ammonium chloride... Starting materials: [Br-], [Br-], [Br-], COCC1CC(C(=O)OCC(=O)c2ccc3c(c2)COc2cc4c(cc2-3)CCCC4=O)N(C(=O)OC(C)(C)C)C1, CO, ClCCl, c1cc[nH+]cc1, c1cc[nH+]cc1, c1cc[nH+]cc1. Product: COCC1CC(C(=O)OCC(=O)c2ccc3c(c2)COc2cc4c(cc2-3)CCC(Br)C4=O)N(C(=O)OC(C)(C)C)C1. RXN SMILES: [Br-:41].[Br-:42].[Br-:43].[CH3:1][O:2][CH2:3][CH:4]1[CH2:5][CH:6]([C:16](=[O:17])[O:18][CH2:19][C:20]([c:21]2[cH:22][cH:23][c:24]3[c:25]([cH:39]2)[CH2:26][O:27][c:28]2[cH:29][c:30]4[c:31]([cH:32][c:33]2-3)[CH2:34][CH2:35][CH2:36][C:37]4=[O:38])=[O:40])[N:7]([C:9](=[O:10])[O:11][C:12]([CH3:13])([CH3:14])[CH3:15])[CH2:8]1.[CH3:65][OH:66].[Cl:62][CH2:63][Cl:64].[nH+:44]1[cH:45][cH:46][cH:47][cH:48][cH:49]1.[nH+:50]1[cH:51][cH:52][cH:53][cH:54][cH:55]1.[nH+:56]1[cH:57][cH:58][cH:59][cH:60][cH:61]1>>[CH3:1][O:2][CH2:3][CH:4]1[CH2:5][CH:6]([C:16](=[O:17])[O:18][CH2:19][C:20]([c:21]2[cH:22][cH:23][c:24]3[c:25]([cH:39]2)[CH2:26][O:27][c:28]2[cH:29][c:30]4[c:31]([cH:32][c:33]2-3)[CH2:34][CH2:35][CH:36]([Br:41])[C:37]4=[O:38])=[O:40])[N:7]([C:9](=[O:10])[O:11][C:12]([CH3:13])([CH3:14])[CH3:15])[CH2:8]1.